From a dataset of the Open Reaction Database (ORD), a public repository of structured organic reaction records. describe an organic reaction: reactants, conditions, products, and yield Reactants: BrCCCCOc1ccccc1, C=CC(N)=O, CN(C)C=O, [K+], [OH-], c1ccc2c(c1)Nc1ccccc1S2, c1ccccc1. The product is C=CC(=O)NCCCCOc1ccccc1. RXN SMILES: [Br:6][CH2:7][CH2:8][CH2:9][CH2:10][O:11][c:12]1[cH:13][cH:14][cH:15][cH:16][cH:17]1.[C:1]([CH:2]=[CH2:3])(=[O:4])[NH2:5].[CH3:40][N:41]([CH3:42])[CH:43]=[O:44].[K+:19].[OH-:18].[cH:20]1[c:21]2[c:30]([cH:31][cH:32][cH:33]1)[S:29][c:24]1[c:23]([cH:28][cH:27][cH:26][cH:25]1)[NH:22]2.[cH:34]1[cH:35][cH:36][cH:37][cH:38][cH:39]1>>[C:1]([CH:2]=[CH2:3])(=[O:4])[NH:5][CH2:7][CH2:8][CH2:9][CH2:10][O:11][c:12]1[cH:13][cH:14][cH:15][cH:16][cH:17]1. Starting materials: COC=1C=C2C(=NNC2=CC1OC)C(=O)OCC (ethyl 5,6-dimethoxyindazole-3-carboxylate), ClCC=1N=CN(C1)C(C1=CC=CC=C1)(C1=CC=CC=C1)C1=CC=CC=C1 (4-chloromethyl-1-tritylimidazole), C[O-].[Li+] (lithium methoxide), C[O-].[Li+] (lithium methoxide), ClCC=1N=CN(C1)C(C1=CC=CC=C1)(C1=CC=CC=C1)C1=CC=CC=C1 (4-chloromethyl-1-tritylimidazole), ice water. Run in CS(=O)C (dimethyl sulfoxide), CS(=O)C (dimethyl sulfoxide). Run at time 1 hour. Product: COC=1C=C2C(=NN(C2=CC1OC)CC=1N=CN(C1)C(C1=CC=CC=C1)(C1=CC=CC=C1)C1=CC=CC=C1)C(=O)OCC (Ethyl 5,6-Dimethoxy-1-(1-trityl-4-imidazolyl)methyl-1H-indazole-3-carboxylate). The yield is 38.8%. Reaction SMILES: [CH3:1][O:2][C:3]1[CH:4]=[C:5]2[C:9](=[CH:10][C:11]=1[O:12][CH3:13])[NH:8][N:7]=[C:6]2[C:14]([O:16][CH2:17][CH3:18])=[O:15].C[O-].[Li+].Cl[CH2:23][C:24]1[N:25]=[CH:26][N:27]([C:29]([C:42]2[CH:47]=[CH:46][CH:45]=[CH:44][CH:43]=2)([C:36]2[CH:41]=[CH:40][CH:39]=[CH:38][CH:37]=2)[C:30]2[CH:35]=[CH:34][CH:33]=[CH:32][CH:31]=2)[CH:28]=1>CS(C)=O>[CH3:1][O:2][C:3]1[CH:4]=[C:5]2[C:9](=[CH:10][C:11]=1[O:12][CH3:13])[N:8]([CH2:23][C:24]1[N:25]=[CH:26][N:27]([C:29]([C:30]3[CH:35]=[CH:34][CH:33]=[CH:32][CH:31]=3)([C:36]3[CH:37]=[CH:38][CH:39]=[CH:40][CH:41]=3)[C:42]3[CH:47]=[CH:46][CH:45]=[CH:44][CH:43]=3)[CH:28]=1)[N:7]=[C:6]2[C:14]([O:16][CH2:17][CH3:18])=[O:15] |f:1.2|. Procedure details: In 5000 ml of dimethyl sulfoxide was suspended 250.2 g of ethyl 5,6-dimethoxyindazole-3-carboxylate, and 40.2 g of lithium methoxide was added to the suspension, followed by stirring at room temperature for 1 hour. A solution of 447.8 g of 4-chloromethyl-1-tritylimidazole in 2000 ml of dimethyl sulfoxide was added dropwise thereto at room temperature over 10 minutes. After stirring at room temperature for 2 hours, 4.2 g of lithium methoxide and 44.8 g of 4-chloromethyl-1-tritylimidazole were fur...